From a dataset of the Open Reaction Database (ORD), a public repository of structured organic reaction records. describe an organic reaction: reactants, conditions, products, and yield Starting materials: FC(F)(F)c1cccc(-c2ccnc3c(Br)ncn23)c1, [C-]#N, CN(C)C=O. Yields the product N#Cc1ncn2c(-c3cccc(C(F)(F)F)c3)ccnc12. Reaction SMILES: [Br:1][c:2]1[n:3][cH:4][n:5]2[c:6]1[n:7][cH:8][cH:9][c:10]2-[c:11]1[cH:12][c:13]([C:17]([F:18])([F:19])[F:20])[cH:14][cH:15][cH:16]1.[C-:21]#[N:22].[CH3:23][N:24]([CH3:25])[CH:26]=[O:27]>>[c:2]1([C:21]#[N:22])[n:3][cH:4][n:5]2[c:6]1[n:7][cH:8][cH:9][c:10]2-[c:11]1[cH:12][c:13]([C:17]([F:18])([F:19])[F:20])[cH:14][cH:15][cH:16]1.